This data is from the Open Reaction Database (ORD), a public repository of structured organic reaction records. The task is: describe an organic reaction: reactants, conditions, products, and yield The reactants are solution, [OH-].[K+] (potassium hydroxide), Cl (hydrochloric acid), COC([C@@H](NC(C1=CC=CC=C1)(C1=CC=CC=C1)C1=CC=CC=C1)CC1=CNC=N1)=O (triphenylmethylhistidine methyl ester), C(C)(=O)OCC (ethyl acetate). The solvent is C(C)(=O)OCC.C(C)O (ethyl acetate ethanol), C(C)(=O)OCC.C(C)O (ethyl acetate ethanol). Reaction conditions: time 50 minute. The product is C1(=CC=CC=C1)C(C1=CC=CC=C1)(C1=CC=CC=C1)N[C@@H](CC1=CNC=N1)C(=O)O (triphenylmethylhistidine). As a reaction SMILES: C[O:2][C:3](=[O:31])[C@H:4]([CH2:25][C:26]1[N:30]=[CH:29][NH:28][CH:27]=1)[NH:5][C:6]([C:19]1[CH:24]=[CH:23][CH:22]=[CH:21][CH:20]=1)([C:13]1[CH:18]=[CH:17][CH:16]=[CH:15][CH:14]=1)[C:7]1[CH:12]=[CH:11][CH:10]=[CH:9][CH:8]=1.[OH-].[K+].Cl.C(OCC)(=O)C>C(OCC)(=O)C.C(O)C>[C:7]1([C:6]([NH:5][C@H:4]([C:3]([OH:31])=[O:2])[CH2:25][C:26]2[N:30]=[CH:29][NH:28][CH:27]=2)([C:19]2[CH:24]=[CH:23][CH:22]=[CH:21][CH:20]=2)[C:13]2[CH:18]=[CH:17][CH:16]=[CH:15][CH:14]=2)[CH:12]=[CH:11][CH:10]=[CH:9][CH:8]=1 |f:1.2,5.6|. Reported procedure: 53 mg of L-Nα -[(2RS)-3-ethylsulfonyl-2-(1-naphthylmethyl)propionyl]-Nim -triphenylmethylhistidine methyl ester was dissolved in 0.8 ml of methanol/water (10/1), and 0.387 ml of a solution of 1N potassium hydroxide in methanol/water (10/1) was added thereto. The mixture was stirred at room temperature for 50 minutes. The mixture was neutralized with 1N hydrochloric acid under cooling with ice, and 20 ml of ethyl acetate was added thereto. The ethyl acetate layer was washed with water and with a ... Product: CCCCn1c(=O)n(Cc2ccccc2F)c(=O)c2[nH]c(Cc3ccc(NC(=O)c4c[nH]cn4)cc3)nc21. Reaction SMILES: [CH2:1]([CH2:2][CH2:3][CH3:4])[n:5]1[c:6](=[O:57])[n:7]([CH2:49][c:50]2[c:51]([F:56])[cH:52][cH:53][cH:54][cH:55]2)[c:8](=[O:48])[c:9]2[nH:10][c:11]([CH2:14][c:15]3[cH:16][cH:17][c:18]([NH:21][C:22](=[O:23])[c:24]4[n:25][cH:26][n:27]([C:29]([c:30]5[cH:31][cH:32][cH:33][cH:34][cH:35]5)([c:36]5[cH:37][cH:38][cH:39][cH:40][cH:41]5)[c:42]5[cH:43][cH:44][cH:45][cH:46][cH:47]5)[cH:28]4)[cH:19][cH:20]3)[n:12][c:13]12.[CH2:65]([SiH:66]([CH2:67][CH3:68])[CH2:69][CH3:70])[CH3:71].[Cl:72][CH2:73][Cl:74].[OH:58][C:59]([C:60]([F:61])([F:62])[F:63])=[O:64]>>[CH2:1]([CH2:2][CH2:3][CH3:4])[n:5]1[c:6](=[O:57])[n:7]([CH2:49][c:50]2[c:51]([F:56])[cH:52][cH:53][cH:54][cH:55]2)[c:8](=[O:48])[c:9]2[nH:10][c:11]([CH2:14][c:15]3[cH:16][cH:17][c:18]([NH:21][C:22](=[O:23])[c:24]4[n:25][cH:26][nH:27][cH:28]4)[cH:19][cH:20]3)[n:12][c:13]12. Reactants: CCCCn1c(=O)n(Cc2ccccc2F)c(=O)c2[nH]c(Cc3ccc(NC(=O)c4cn(C(c5ccccc5)(c5ccccc5)c5ccccc5)cn4)cc3)nc21, CC[SiH](CC)CC, ClCCl, O=C(O)C(F)(F)F. Reactants: [Si](C)(C)(C(C)(C)C)OC=1C=CC(=C(NC(=O)OCC2CCN(CC2)C2=CC=NC=C2)C1)N1C(C=2C(C1=O)=CC=CC2)=O (5-(tert-butyldimethylsilyloxy)-2-phthalimido-N-[[1-(4-pyridyl)piperidin-4-yl]methoxycarbonyl]aniline), C(Cl)Cl (methylene chloride). Run in NN (hydrazine), CO (methanol). The product is ClC1=CC=C(C(=O)NC=2C(=CC(=CC2)O)NC(=O)OC(C2=CC=NC=C2)C2CCNCC2)C=C1 (N1-(4-Chlorobenzoyl)-N2-[1-(4-pyridyl)piperidin-4-ylmethoxycarbonyl]-4-hydroxy-1,2-benzenediamine). Isolated yield 86.0%. As a reaction SMILES: [Si]([O:8][C:9]1[CH:10]=[CH:11][C:12]([N:32]2[C:36](=[O:37])[C:35]3=[CH:38][CH:39]=CC=[C:34]3[C:33]2=O)=[C:13]([CH:31]=1)[NH:14][C:15]([O:17][CH2:18][CH:19]1[CH2:24][CH2:23][N:22](C2C=CN=CC=2)[CH2:21][CH2:20]1)=[O:16])(C(C)(C)C)(C)C.[CH2:43]([Cl:45])Cl>NN.CO>[Cl:45][C:43]1[CH:39]=[CH:38][C:35]([C:36]([NH:32][C:12]2[C:13]([NH:14][C:15]([O:17][CH:18]([CH:19]3[CH2:24][CH2:23][NH:22][CH2:21][CH2:20]3)[C:19]3[CH:20]=[CH:21][N:22]=[CH:23][CH:24]=3)=[O:16])=[CH:31][C:9]([OH:8])=[CH:10][CH:11]=2)=[O:37])=[CH:34][CH:33]=1. Procedure details: A solution of 5-(tert-butyldimethylsilyloxy)-2-phthalimido-N-[[1-(4-pyridyl)piperidin-4-yl]methoxycarbonyl]aniline (1.34 g, 2.28 mmol) in 1 M hydrazine in methanol (6 mL) was stirred at ambient temperature for 40 h during which time a white precipitate formed. The mixture was further diluted with methylene chloride and cooled with an ice bath then filtered. The filtrate was washed once with saturated sodium chloride solution, dried over anhydrous sodium sulfate, filtered, and concentrated in vac... The reactants are CCO, CCOC(C)=O, [Na+], [OH-], Cn1cc(-c2cn(S(=O)(=O)c3ccccc3)c3ncc(Cc4ccccc4)cc23)cn1. The product is Cn1cc(-c2c[nH]c3ncc(Cc4ccccc4)cc23)cn1. RXN SMILES: [CH3:34][CH2:35][OH:36].[CH3:37][CH2:38][O:39][C:40]([CH3:41])=[O:42].[Na+:33].[OH-:32].[c:1]1([S:2](=[O:3])(=[O:4])[n:10]2[cH:11][c:12](-[c:26]3[cH:27][n:28][n:29]([CH3:31])[cH:30]3)[c:13]3[c:14]2[n:15][cH:16][c:17]([CH2:19][c:20]2[cH:21][cH:22][cH:23][cH:24][cH:25]2)[cH:18]3)[cH:5][cH:6][cH:7][cH:8][cH:9]1>>[nH:10]1[cH:11][c:12](-[c:26]2[cH:27][n:28][n:29]([CH3:31])[cH:30]2)[c:13]2[c:14]1[n:15][cH:16][c:17]([CH2:19][c:20]1[cH:21][cH:22][cH:23][cH:24][cH:25]1)[cH:18]2. Reactants: [Al+3], Nc1cccc(C(F)(F)F)c1C(=O)O, [H-], [H-], [H-], [H-], [Li+], C1CCOC1, C1CCOC1. Yields the product Nc1cccc(C(F)(F)F)c1CO. RXN SMILES: [Al+3:7].[F:12][C:13]([c:14]1[cH:15][cH:16][cH:17][c:18]([NH2:23])[c:19]1[C:20](=[O:21])[OH:22])([F:24])[F:25].[H-:10].[H-:11].[H-:6].[H-:9].[Li+:8].[O:1]1[CH2:2][CH2:3][CH2:4][CH2:5]1.[O:26]1[CH2:27][CH2:28][CH2:29][CH2:30]1>>[F:12][C:13]([c:14]1[cH:15][cH:16][cH:17][c:18]([NH2:23])[c:19]1[CH2:20][OH:21])([F:24])[F:25]. Reactants: [Li]CCCC (n-BuLi), [I-].C[S+](C)C (trimethylsulfonium iodide), ClC1=CC=C2C=CC(=NC2=C1)/C=C/C=1C=C(C=CC1)OC ((E)-3-(2-(7-chloroquinolin-2-yl)ethenyl)anisole). Run in C1CCOC1 (THF), C1CCOC1 (THF). Conditions: time 30 minute. Yields the product ClC1=CC=C2C=CC(=NC2=C1)C1C(C1)C=1C=C(C=CC1)OC (3-(2-(7-chloroquinolin-2-yl)cyclopropyl)anisole). Reaction SMILES: [I-].C[S+](C)C.[Li][CH2:7]CCC.[Cl:11][C:12]1[CH:21]=[C:20]2[C:15]([CH:16]=[CH:17][C:18](/[CH:22]=[CH:23]/[C:24]3[CH:25]=[C:26]([O:30][CH3:31])[CH:27]=[CH:28][CH:29]=3)=[N:19]2)=[CH:14][CH:13]=1>C1COCC1>[Cl:11][C:12]1[CH:21]=[C:20]2[C:15]([CH:16]=[CH:17][C:18]([CH:22]3[CH2:7][CH:23]3[C:24]3[CH:25]=[C:26]([O:30][CH3:31])[CH:27]=[CH:28][CH:29]=3)=[N:19]2)=[CH:14][CH:13]=1 |f:0.1|. Reported procedure: To trimethylsulfonium iodide (9.98 g, 2. eg.) in 60 mL of THF was added, at -10° C., 15 mL of n-BuLi (1.6M in hexane). The temperature was raised to room temperature for 2 hours. Then, at -10° C., the alkene (from Step 1) (7.037 g, 23.8 mmoles) in 30 mL of THF was added. After 30 minutes at -10° C., the reaction mixture was stirred overnight at room temperature. Hydrolysis with 25% aqueous NH4OAc, extractions with ethyl acetate and flash chromatography with toluene yielded the desired product. Reactants: ICCCC(=O)OC (Methyl γ-iodobutyrate), Cl (hydrochloric acid), Cl (hydrochloride), N1CCCC1 (pyrrolidine), N1(CCCC1)CCCC(=O)OC (methyl γ-pyrrolidino-butyrate). The solvent is C1=CC=CC=C1 (benzene). Run at time 16 hour. The product is Cl.N1(CCCC1)CCCC(=O)O (γ-Pyrrolidinobutyric acid hydrochloride). As a reaction SMILES: ICCCC(OC)=O.N1CCCC1.[N:14]1([CH2:19][CH2:20][CH2:21][C:22]([O:24]C)=[O:23])[CH2:18][CH2:17][CH2:16][CH2:15]1.[ClH:26]>C1C=CC=CC=1>[ClH:26].[N:14]1([CH2:19][CH2:20][CH2:21][C:22]([OH:24])=[O:23])[CH2:18][CH2:17][CH2:16][CH2:15]1 |f:5.6|. Reported procedure: 30.0 g. (0.13 mole) of Methyl γ-iodobutyrate (Blicke et al., J. Am. Chem. Soc. 63, 2488 (1941)) was combined with 36 g. of pyrrolidine in 300 ml. of benzene, heated at 60°C. for 0.5 hour and stirred at room temperature for 16 hours. A dark orange layer formed. The benzene solution was decanted, concentrated and distilled (b.p. 100°C. at 15 mm Hg) to give 10 g. of colorless liquid. The infrared and nuclear magnetic resonance spectra indicated the product to be methyl γ-pyrrolidino-butyrate. This ...